Dataset: the Open Reaction Database (ORD), a public repository of structured organic reaction records. Task: describe an organic reaction: reactants, conditions, products, and yield Run in C(C)O (ethanol), C(C)O (ethanol). Reaction SMILES: [N:1]1[CH:6]=[CH:5][CH:4]=[C:3]([CH:7]=O)[CH:2]=1.Cl.[Cl:10][C:11]1[CH:16]=[CH:15][C:14]([NH:17][NH2:18])=[CH:13][CH:12]=1.C([O-])(=O)C.[Na+]>C(O)C>[Cl:10][C:11]1[CH:16]=[CH:15][C:14]([NH:17][N:18]=[CH:7][C:3]2[CH:2]=[N:1][CH:6]=[CH:5][CH:4]=2)=[CH:13][CH:12]=1 |f:1.2,3.4|. The reactants are Cl.ClC1=CC=C(C=C1)NN (p-chlorophenylhydrazine hydrochloride), C(C)(=O)[O-].[Na+] (sodium acetate), N1=CC(=CC=C1)C=O (3-pyridinecarbaldehyde). Product: ClC1=CC=C(C=C1)NN=CC=1C=NC=CC1 (3-Pyridinecarbaldehyde-p-chlorophenylhydrazone). Procedure: 2.2 g of 3-pyridinecarbaldehyde was dissolved in 100 ml of ethanol. The solution was added to a filtered solution of 3.6 g of p-chlorophenylhydrazine hydrochloride and 9.8 g of sodium acetate in 60 ml of 50% by volume aqueous ethanol. The resulting precipitated solid was collected and recrystallized from ethanol to give 1, as a pale yellow prisms, mp 186° C. The reactants are C(C)(C)(C)OC(=O)N1CCC(CC1)=C(C1=CC=C(C=C1)C(=O)N1CCOCC1)Br (tert-butyl-4-{bromo[4-(morpholinocarbonyl)phenyl]methylene}-1-piperidinecarboxylate), N1CCCCC1 (piperidine). Yields the product C(C)(C)(C)OC(=O)N1CCC(CC1)=C(C1=CC=C(C=C1)C(=O)N1CCCCC1)Br (tert-butyl-4-{bromo[4-(piperidinocarbonyl)phenyl]methylene}-1-piperidinecarboxylate). As a reaction SMILES: [C:1]([O:5][C:6]([N:8]1[CH2:13][CH2:12][C:11](=[C:14]([Br:29])[C:15]2[CH:20]=[CH:19][C:18]([C:21]([N:23]3[CH2:28][CH2:27]O[CH2:25][CH2:24]3)=[O:22])=[CH:17][CH:16]=2)[CH2:10][CH2:9]1)=[O:7])([CH3:4])([CH3:3])[CH3:2].N1CCCC[CH2:31]1>>[C:1]([O:5][C:6]([N:8]1[CH2:13][CH2:12][C:11](=[C:14]([Br:29])[C:15]2[CH:20]=[CH:19][C:18]([C:21]([N:23]3[CH2:24][CH2:25][CH2:31][CH2:27][CH2:28]3)=[O:22])=[CH:17][CH:16]=2)[CH2:10][CH2:9]1)=[O:7])([CH3:4])([CH3:2])[CH3:3]. Procedure: Same procedure as described for the preparation of compound 82, but using piperidine in place of morpholine. The reactants are C(C)(C)(C)OC(NC(=N)C=1SC(=C(C1)S(=O)(=O)C=1C=C(C=CC1)C1=C(C=C(C=C1)C(N)=O)C)SC)=O ({[4-(4′-Carbamoyl-2′-methyl-biphenyl-3-sulfonyl)-5-methylsulfanyl-thiophen-2-yl]-imino-methyl}-carbamic acid tert-butyl ester), C(=O)(C(F)(F)F)O (TFA). Product: FC(C(=O)O)(F)F.C(N)(=N)C1=CC(=C(S1)SC)S(=O)(=O)C=1C=C(C=CC1)C1=C(C=C(C=C1)C(=O)N)C (3′-(5-Carbamimidoyl-2-methylsulfanyl-thiophene-3-sulfonyl)-2-methyl-biphenyl-4-carboxylic acid amide trifluoroacetate). Yield: 59.0%. Reaction SMILES: C(OC(=O)[NH:7][C:8]([C:10]1[S:11][C:12]([S:34][CH3:35])=[C:13]([S:15]([C:18]2[CH:19]=[C:20]([C:24]3[CH:29]=[CH:28][C:27]([C:30](=[O:32])[NH2:31])=[CH:26][C:25]=3[CH3:33])[CH:21]=[CH:22][CH:23]=2)(=[O:17])=[O:16])[CH:14]=1)=[NH:9])(C)(C)C.[C:37]([OH:43])([C:39]([F:42])([F:41])[F:40])=[O:38]>>[F:40][C:39]([F:42])([F:41])[C:37]([OH:43])=[O:38].[C:8]([C:10]1[S:11][C:12]([S:34][CH3:35])=[C:13]([S:15]([C:18]2[CH:19]=[C:20]([C:24]3[CH:29]=[CH:28][C:27]([C:30]([NH2:31])=[O:32])=[CH:26][C:25]=3[CH3:33])[CH:21]=[CH:22][CH:23]=2)(=[O:16])=[O:17])[CH:14]=1)(=[NH:7])[NH2:9] |f:2.3|. Procedure: Following the same procedure as in Example 220, step a, reaction of 4-bromo-3-methyl-benzamide (200 mg, 0.93 mmol), 4,4,5,5-tetramethyl-1,3,2-dioxaborolane (0.41 mL, 2.8 mmol, Aldrich Chemical Company), PdCl2(PPh3)2 (65 mg, 0.093 mmol, Strem Chemicals Inc, Newburyport, Mass.), Et3N (700 μL, 46 mmol), and dioxane (5 mL) afforded 140 mg of a brown oil (58%) after purification (SiO2, flash elution: 30% EtOAc in hexanes. The above boronate ester (140 mg, 0.54 mmol) was reacted according to the proce... The reactants are O=Cc1ccc(Br)cc1, C=CC#N, CC(=O)[O-], CN(C)P(=O)(N(C)C)N(C)C, [Na+]. Product: N#CC=Cc1ccc(C=O)cc1. Reaction SMILES: [Br:1][c:2]1[cH:3][cH:4][c:5]([CH:6]=[O:7])[cH:8][cH:9]1.[CH2:10]=[CH:11][C:12]#[N:13].[CH3:15][C:16](=[O:17])[O-:18].[CH3:19][N:20]([CH3:21])[P:22](=[O:23])([N:24]([CH3:25])[CH3:26])[N:27]([CH3:28])[CH3:29].[Na+:14]>>[c:2]1([CH:10]=[CH:11][C:12]#[N:13])[cH:3][cH:4][c:5]([CH:6]=[O:7])[cH:8][cH:9]1. Reactants: B, O=C(CN1CCCC1)Nc1ccc(Br)cc1, CO, C1CCOC1. The product is Brc1ccc(NCCN2CCCC2)cc1. Reaction SMILES: [BH3:1].[Br:7][c:8]1[cH:9][cH:10][c:11]([NH:14][C:15]([CH2:16][N:17]2[CH2:18][CH2:19][CH2:20][CH2:21]2)=[O:22])[cH:12][cH:13]1.[CH3:23][OH:24].[O:2]1[CH2:3][CH2:4][CH2:5][CH2:6]1>>[Br:7][c:8]1[cH:9][cH:10][c:11]([NH:14][CH2:15][CH2:16][N:17]2[CH2:18][CH2:19][CH2:20][CH2:21]2)[cH:12][cH:13]1. The reactants are S1C(=NC=C1)NC(=S)N (N-1,3-thiazole-2-yl-thiourea), CI (methyl iodide), COC1=C(CN)C=CC=C1 (2-methoxybenzylamine). Solvent: CO (methanol), C(C)O (ethanol). Run at time 4 hour. Yields the product COC1=C(CNC(=N)NC=2SC=CN2)C=CC=C1 (N-(2-methoxybenzyl)-N′-1,3-thiazole-2-ylguanidine). Reaction SMILES: [S:1]1[CH:5]=[CH:4][N:3]=[C:2]1[NH:6][C:7]([NH2:9])=S.CI.[CH3:12][O:13][C:14]1[CH:21]=[CH:20][CH:19]=[CH:18][C:15]=1[CH2:16][NH2:17]>CO.C(O)C>[CH3:12][O:13][C:14]1[CH:21]=[CH:20][CH:19]=[CH:18][C:15]=1[CH2:16][NH:17][C:7]([NH:6][C:2]1[S:1][CH:5]=[CH:4][N:3]=1)=[NH:9]. Procedure details: 400 mg (2.51 mmol) N-1,3-thiazole-2-yl-thiourea were suspended in 20 ml of methanol and 392 mg (2.76 mmol) methyl iodide were added. The reaction mixture was stirred for 4 hours at reflux. Following removal of the solvent by vacuum distillation, the residue obtained was dissolved in 20 ml ethanol, 1.72 g (12.6 mmol) 2-methoxybenzylamine were added and the mixture was stirred for 20 hours at reflux. The solvent was removed on the rotovap. The residue was separated by preparative HPLC(RP-18 column...